This data is from the Open Reaction Database (ORD), a public repository of structured organic reaction records. The task is: describe an organic reaction: reactants, conditions, products, and yield The reactants are CC(C)(C)OC(=O)C(C)(C)Sc1nc(CCNc2ncc(Br)cn2)cs1, CCCCCCCI, CC(C)(C)[O-], CN(C)C=O, [K+], O. Product: CCCCCCCN(CCc1csc(SC(C)(C)C(=O)OC(C)(C)C)n1)c1ncc(Br)cn1. RXN SMILES: [C:1]([CH3:2])([CH3:3])([CH3:4])[O:5][C:6]([C:7]([CH3:8])([CH3:9])[S:10][c:11]1[s:12][cH:13][c:14]([CH2:16][CH2:17][NH:18][c:19]2[n:20][cH:21][c:22]([Br:25])[cH:23][n:24]2)[n:15]1)=[O:26].[CH2:27]([CH2:28][CH2:29][CH2:30][CH2:31][CH2:32][CH3:33])[I:34].[CH3:35][C:36]([CH3:37])([O-:38])[CH3:39].[CH3:42][N:43]([CH3:44])[CH:45]=[O:46].[K+:40].[OH2:41]>>[C:1]([CH3:2])([CH3:3])([CH3:4])[O:5][C:6]([C:7]([CH3:8])([CH3:9])[S:10][c:11]1[s:12][cH:13][c:14]([CH2:16][CH2:17][N:18]([c:19]2[n:20][cH:21][c:22]([Br:25])[cH:23][n:24]2)[CH2:27][CH2:28][CH2:29][CH2:30][CH2:31][CH2:32][CH3:33])[n:15]1)=[O:26]. The reactants are CCO, COC(=O)c1ccc(CNC(=O)c2ccc(Cl)cc2)cc1, NN, O. Yields the product NNC(=O)c1ccc(CNC(=O)c2ccc(Cl)cc2)cc1. Reaction SMILES: [CH3:25][CH2:26][OH:27].[Cl:1][c:2]1[cH:3][cH:4][c:5]([C:6](=[O:7])[NH:8][CH2:9][c:10]2[cH:11][cH:12][c:13]([C:14](=[O:15])[O:16][CH3:17])[cH:18][cH:19]2)[cH:20][cH:21]1.[NH2:23][NH2:24].[OH2:22]>>[Cl:1][c:2]1[cH:3][cH:4][c:5]([C:6](=[O:7])[NH:8][CH2:9][c:10]2[cH:11][cH:12][c:13]([C:14](=[O:15])[NH:23][NH2:24])[cH:18][cH:19]2)[cH:20][cH:21]1. Reactants: C([C@@H](C(=O)O)N)SSC[C@@H](C(=O)O)N (cystine), P(=O)([O-])([O-])[O-] (phosphate), [Cl-].[K+] (potassium chloride), [Cl-].[Na+] (sodium chloride), C([C@@H](C(=O)O)N)SSC[C@@H](C(=O)O)N (cystine). Reaction conditions: time 48 hour. Yields the product C([O-])([O-])=O.[Na+].[Na+] (sodium carbonate), C([C@@H](C(=O)O)N)SSC[C@@H](C(=O)O)N (cystine). Reaction SMILES: P([O-])([O-])([O-])=[O:2].[Cl-].[K+].[Cl-].[Na+:9].[CH2:10]([S:16][S:17][CH2:18][C@H:19]([NH2:23])[C:20]([OH:22])=[O:21])[C@H:11]([NH2:15])[C:12]([OH:14])=[O:13]>>[C:20](=[O:21])([O-:2])[O-:22].[Na+:9].[Na+:9].[CH2:10]([S:16][S:17][CH2:18][C@H:19]([NH2:23])[C:20]([OH:22])=[O:21])[C@H:11]([NH2:15])[C:12]([OH:14])=[O:13] |f:1.2,3.4,6.7.8|. Procedure: To 25 ml aliquots of incubation buffer (0.01 M phosphate, 0.0027 M potassium chloride, 0.137 M sodium chloride, pH 7.4, Sigma Aldrich Corp, Catalog # P-4417), increasing amounts of solid phase cystine (Sigma Aldrich Corp, St Louis, Mo., Catalog # C-6195) were added and incubated for 48 hours at 37° C. with stirring. Residual solid phase was then separated to form a supernatant and a pellet, and the pellet was dissolved in 25 ml of a cystine-dissolving agent, an alkalinizing buffer of 0.1 M sodiu... The reactants are CO, O=C(O)C=Cc1ccccc1O, O=S(=O)(O)O. The product is COC(=O)C=Cc1ccccc1O. Reaction SMILES: [CH3:18][OH:19].[OH:1][c:2]1[c:3]([CH:4]=[CH:5][C:6](=[O:7])[OH:8])[cH:9][cH:10][cH:11][cH:12]1.[S:13](=[O:14])(=[O:15])([OH:16])[OH:17]>>[OH:1][c:2]1[c:3]([CH:4]=[CH:5][C:6](=[O:7])[O:8][CH3:18])[cH:9][cH:10][cH:11][cH:12]1. Reactants: CC1=NC(=CC=C1)C (2,6-dimethylpyridine), Cl.ClC1=CC=C2C=C(N=C(C2=C1)N[C@@H]1CNCC1)C1=NNC(N1)=O ((S)-3-(7-chloro-1-(pyrrolidin-3-ylamino)isoquinolin-3-yl)-1H-1,2,4-triazol-5(4H)-one hydrochloride), C(C=C)(=O)Cl (acryloyl chloride). The solvent is C(Cl)Cl (DCM). Run at temperature -78 celsius, time 30 minute. The product is C(C=C)(=O)N1C[C@H](CC1)NC1=NC(=CC2=CC=C(C=C12)Cl)C1=NNC(N1)=O ((S)-3-(1-((1-acryloylpyrrolidin-3-yl)amino)-7-chloroisoquinolin-3-yl)-1H-1,2,4-triazol-5(4H)-one). Isolated yield 17.5%. Reaction SMILES: Cl.[Cl:2][C:3]1[CH:12]=[C:11]2[C:6]([CH:7]=[C:8]([C:19]3[NH:23][C:22](=[O:24])[NH:21][N:20]=3)[N:9]=[C:10]2[NH:13][C@H:14]2[CH2:18][CH2:17][NH:16][CH2:15]2)=[CH:5][CH:4]=1.CC1C=CC=C(C)N=1.[C:33](Cl)(=[O:36])[CH:34]=[CH2:35]>C(Cl)Cl>[C:33]([N:16]1[CH2:17][CH2:18][C@H:14]([NH:13][C:10]2[C:11]3[C:6](=[CH:5][CH:4]=[C:3]([Cl:2])[CH:12]=3)[CH:7]=[C:8]([C:19]3[NH:23][C:22](=[O:24])[NH:21][N:20]=3)[N:9]=2)[CH2:15]1)(=[O:36])[CH:34]=[CH2:35] |f:0.1|. Procedure details: To a mixture of (S)-3-(7-chloro-1-(pyrrolidin-3-ylamino)isoquinolin-3-yl)-1H-1,2,4-triazol-5(4H)-one hydrochloride (120 mg) in DCM (8 mL) was added 2,6-dimethylpyridine (105 mg, 0.978 mmol). The resulting mixture was cooled to −78° C. and acryloyl chloride (48 mg, 0.530 mmol, 10 mg/mL in dry DCM) was added dropwise. The reaction mixture was stirred at −78° C. for 30 minutes. The reaction was quenched with MeOH (5 mL) and the mixture was concentrated in vacuo. The crude product was purified by pr... Isolated yield 71.0%. Procedure: Triethylamine (0.70 ml), 1-hydroxybenzotriazole hydrate (0.98 g) and finally dicyclohexylcarbodiimide (1.49 g) were added to a stirred solution of 7-[2-aminoethyl]-4-hydroxy-1,3-benzothiazol-2(3H)-one hydrobromide (1.62 g) and the material from step b) (1.75 g) in DMF (25 ml). The whole was stirred for 16 hours at room temperature. Glacial acetic acid (0.1 ml) was added and stirring continued for 15 min. The DMF was removed under reduced pressure and the residue slurried with ethyl acetate (50 m... The reactants are C1(=CC=CC=C1)CCOCCS(=O)(=O)CCC(=O)O (3-[2-[2-Phenylethoxy]ethylsulphonyl]propanoic acid), O.ON1N=NC2=C1C=CC=C2 (1-hydroxybenzotriazole hydrate), C1(CCCCC1)N=C=NC1CCCCC1 (dicyclohexylcarbodiimide), Br.NCCC1=CC=C(C=2NC(SC21)=O)O (7-[2-aminoethyl]-4-hydroxy-1,3-benzothiazol-2(3H)-one hydrobromide). Reaction conditions: time 16 hour. Reaction SMILES: O.ON1C2C=CC=CC=2N=N1.C1(N=C=NC2CCCCC2)CCCCC1.Br.[NH2:28][CH2:29][CH2:30][C:31]1[C:39]2[S:38][C:37](=[O:40])[NH:36][C:35]=2[C:34]([OH:41])=[CH:33][CH:32]=1.[C:42]1([CH2:48][CH2:49][O:50][CH2:51][CH2:52][S:53]([CH2:56][CH2:57][C:58](O)=[O:59])(=[O:55])=[O:54])[CH:47]=[CH:46][CH:45]=[CH:44][CH:43]=1>CN(C=O)C.C(O)(=O)C.C(N(CC)CC)C>[OH:41][C:34]1[C:35]2[NH:36][C:37](=[O:40])[S:38][C:39]=2[C:31]([CH2:30][CH2:29][NH:28][C:58](=[O:59])[CH2:57][CH2:56][S:53]([CH2:52][CH2:51][O:50][CH2:49][CH2:48][C:42]2[CH:43]=[CH:44][CH:45]=[CH:46][CH:47]=2)(=[O:54])=[O:55])=[CH:32][CH:33]=1 |f:0.1,3.4|. Solvent: CN(C)C=O (DMF), C(C)N(CC)CC (Triethylamine), C(C)(=O)O (acetic acid). Product: OC1=CC=C(C2=C1NC(S2)=O)CCNC(CCS(=O)(=O)CCOCCC2=CC=CC=C2)=O (N-[2-[4-Hydroxy-2-oxo-3H-1,3-benzothiazol-7-yl]ethyl]-3-[2-[2-phenylethoxy]ethylsulphonyl]propanamide). The reactants are CC1CCC(Nc2ccccc2)c2ncc(C(=O)O)c(=O)n21, O. The product is CC1CCC(Nc2ccccc2)c2nccc(=O)n21. RXN SMILES: [NH:1]([c:2]1[cH:3][cH:4][cH:5][cH:6][cH:7]1)[CH:8]1[CH2:9][CH2:10][CH:11]([CH3:22])[n:12]2[c:13]1[n:14][cH:15][c:16]([C:19]([OH:20])=[O:21])[c:17]2=[O:18].[OH2:23]>>[NH:1]([c:2]1[cH:3][cH:4][cH:5][cH:6][cH:7]1)[CH:8]1[CH2:9][CH2:10][CH:11]([CH3:22])[n:12]2[c:13]1[n:14][cH:15][cH:16][c:17]2=[O:18]. Starting materials: CC1COC(=O)O1, CC1COC(=O)O1, Cc1ccccc1, NN, NN, O. Product: CC1COC(=O)O1, NN, O. RXN SMILES: [C:13]1(=[O:19])[O:14][CH2:15][CH:16]([CH3:17])[O:18]1.[C:4]1(=[O:6])[O:5][CH2:10][CH:8]([CH3:9])[O:7]1.[CH3:20][c:21]1[cH:22][cH:23][cH:24][cH:25][cH:26]1.[NH2:11][NH2:12].[NH2:2][NH2:3].[OH2:1]>>[C:13]1(=[O:19])[O:14][CH2:15][CH:16]([CH3:17])[O:18]1.[NH2:2][NH2:3].[OH2:5].